Dataset: the Open Reaction Database (ORD), a public repository of structured organic reaction records. Task: describe an organic reaction: reactants, conditions, products, and yield Yield: 95.7%. Starting materials: ClC=1C(NN=CC1Cl)=O (4,5-dichloropyridazin-3(2H)-one), CN(C)C=O (DMF), C(=O)([O-])[O-].[K+].[K+] (K2CO3), C(C1=CC=CC=C1)Br (benzyl bromide). Procedure: To a round bottom flask was added 4,5-dichloropyridazin-3(2H)-one (50 gm, 303.03 mmol), DMF (150 ml), K2CO3 (46 gm, 333.33) and benzyl bromide (51.83 gm, 303.03 mmol). The reaction was stirred at rt for 16 hrs. After this time, the reaction mixture was slowly poured into water (500 ml) and a solid precipitate formed. The slurry was stirred at rt for 1 hr. After this time, the reaction mixture was filtered and the solid was collected. The solid was dried under vacuum to give product 2-benzyl-4,5-... RXN SMILES: [Cl:1][C:2]1[C:3](=[O:9])[NH:4][N:5]=[CH:6][C:7]=1[Cl:8].CN(C=O)C.C([O-])([O-])=O.[K+].[K+].[CH2:21](Br)[C:22]1[CH:27]=[CH:26][CH:25]=[CH:24][CH:23]=1>O>[CH2:21]([N:4]1[C:3](=[O:9])[C:2]([Cl:1])=[C:7]([Cl:8])[CH:6]=[N:5]1)[C:22]1[CH:27]=[CH:26][CH:25]=[CH:24][CH:23]=1 |f:2.3.4|. Conditions: time 16 hour. Solvent: O (water). The product is C(C1=CC=CC=C1)N1N=CC(=C(C1=O)Cl)Cl (2-benzyl-4,5-dichloropyridazin-3(2H)-one). The reactants are CC(C)(C)[Si](C)(C)Oc1ccc(Cc2ncccn2)cc1, C1CCOC1, CCCC[N+](CCCC)(CCCC)CCCC, [F-], O. The product is Oc1ccc(Cc2ncccn2)cc1. Reaction SMILES: [C:19]([Si:20]([CH3:21])([CH3:22])[O:24][c:25]1[cH:26][cH:27][c:28]([CH2:29][c:30]2[n:31][cH:32][cH:33][cH:34][n:35]2)[cH:36][cH:37]1)([CH3:23])([CH3:38])[CH3:39].[CH2:40]1[O:41][CH2:42][CH2:43][CH2:44]1.[CH3:2][CH2:3][CH2:4][CH2:5][N+:6]([CH2:7][CH2:8][CH2:9][CH3:10])([CH2:11][CH2:12][CH2:13][CH3:14])[CH2:15][CH2:16][CH2:17][CH3:18].[F-:1].[OH2:45]>>[OH:24][c:25]1[cH:26][cH:27][c:28]([CH2:29][c:30]2[n:31][cH:32][cH:33][cH:34][n:35]2)[cH:36][cH:37]1. Reactants: Cc1ccc2nc(-c3ccccc3C(N)=O)ccc2c1, O, Cc1ccc(S(=O)(=O)Cl)cc1. Yields the product Cc1ccc2nc(-c3ccccc3C#N)ccc2c1. Reaction SMILES: [CH3:1][c:2]1[cH:3][c:4]2[cH:5][cH:6][c:7](-[c:12]3[c:13]([C:14](=[O:15])[NH2:16])[cH:17][cH:18][cH:19][cH:20]3)[n:8][c:9]2[cH:10][cH:11]1.[OH2:32].[c:21]1([CH3:22])[cH:23][cH:24][c:25]([S:26]([Cl:27])(=[O:28])=[O:29])[cH:30][cH:31]1>>[CH3:1][c:2]1[cH:3][c:4]2[cH:5][cH:6][c:7](-[c:12]3[c:13]([C:14]#[N:16])[cH:17][cH:18][cH:19][cH:20]3)[n:8][c:9]2[cH:10][cH:11]1.